From a dataset of the Open Reaction Database (ORD), a public repository of structured organic reaction records. describe an organic reaction: reactants, conditions, products, and yield Starting materials: NC=1C=CC2=C(C(=C(O2)C(C2CCCCC2)NC2=CC=C(C=C2)C(=O)N(CCC(=O)OCC)C)C)C1 (ethyl 3-{[(4-{[(5-amino-3-methyl-1-benzofuran-2-yl)(cyclohexyl)methyl]amino}phenyl)carbonyl](methyl)amino}-propanoate), C1(=CC=CC=C1)S(=O)(=O)Cl (benzenesulfonyl chloride), [Cl-].[NH4+] (ammonium chloride). Run in CN(C(C)=O)C (N,N-dimethylacetamide). Run at time 8 hour. Yields the product C1(CCCCC1)C(C=1OC2=C(C1C)C=C(C=C2)NS(=O)(=O)C2=CC=CC=C2)NC2=CC=C(C=C2)C(=O)N(CCC(=O)OCC)C (ethyl 3-[({4-[(cyclohexyl{3-methyl-5-[(phenylsulfonyl)amino]-1-benzofuran-2-yl}methyl)amino]phenyl}carbonyl)(methyl)amino]propanoate). The yield is 96.0%. Reaction SMILES: [NH2:1][C:2]1[CH:3]=[CH:4][C:5]2[O:9][C:8]([CH:10]([NH:17][C:18]3[CH:23]=[CH:22][C:21]([C:24]([N:26]([CH3:34])[CH2:27][CH2:28][C:29]([O:31][CH2:32][CH3:33])=[O:30])=[O:25])=[CH:20][CH:19]=3)[CH:11]3[CH2:16][CH2:15][CH2:14][CH2:13][CH2:12]3)=[C:7]([CH3:35])[C:6]=2[CH:36]=1.[C:37]1([S:43](Cl)(=[O:45])=[O:44])[CH:42]=[CH:41][CH:40]=[CH:39][CH:38]=1.[Cl-].[NH4+]>CN(C)C(=O)C>[CH:11]1([CH:10]([NH:17][C:18]2[CH:23]=[CH:22][C:21]([C:24]([N:26]([CH3:34])[CH2:27][CH2:28][C:29]([O:31][CH2:32][CH3:33])=[O:30])=[O:25])=[CH:20][CH:19]=2)[C:8]2[O:9][C:5]3[CH:4]=[CH:3][C:2]([NH:1][S:43]([C:37]4[CH:42]=[CH:41][CH:40]=[CH:39][CH:38]=4)(=[O:45])=[O:44])=[CH:36][C:6]=3[C:7]=2[CH3:35])[CH2:12][CH2:13][CH2:14][CH2:15][CH2:16]1 |f:2.3|. Reported procedure: To a solution (10 mL) of ethyl 3-{[(4-{[(5-amino-3-methyl-1-benzofuran-2-yl)(cyclohexyl)methyl]amino}phenyl)carbonyl](methyl)amino}-propanoate (254 mg) synthesized in Example A110(5) in N,N-dimethylacetamide was added benzenesulfonyl chloride (99 μL), and the mixture was stirred overnight at room temperature. Saturated aqueous ammonium chloride solution was added to quench the reaction, and the reaction mixture was extracted with ethyl acetate. The extract was washed with saturated brine, dried ... As a reaction SMILES: [CH2:34]([O:35][CH:36]([O:37][CH2:38][C:39]([CH3:40])([CH3:41])[CH3:42])[N:43]([CH3:44])[CH3:45])[C:46]([CH3:47])([CH3:48])[CH3:49].[Cl:50][CH2:51][Cl:52].[F:1][c:2]1[cH:3][c:4]([N:15]2[C:16](=[O:25])[O:17][CH:18]([CH2:20][NH:21][C:22]([CH3:23])=[O:24])[CH2:19]2)[cH:5][cH:6][c:7]1-[n:8]1[cH:9][n:10][c:11]([CH2:13][OH:14])[cH:12]1.[OH:26][C:27](=[O:28])[c:29]1[cH:30][cH:31][cH:32][o:33]1>>[F:1][c:2]1[cH:3][c:4]([N:15]2[C:16](=[O:25])[O:17][CH:18]([CH2:20][NH:21][C:22]([CH3:23])=[O:24])[CH2:19]2)[cH:5][cH:6][c:7]1-[n:8]1[cH:9][n:10][c:11]([CH2:13][O:14][C:27](=[O:26])[c:29]2[cH:30][cH:31][cH:32][o:33]2)[cH:12]1. Yields the product CC(=O)NCC1CN(c2ccc(-n3cnc(COC(=O)c4ccco4)c3)c(F)c2)C(=O)O1. Starting materials: CN(C)C(OCC(C)(C)C)OCC(C)(C)C, ClCCl, CC(=O)NCC1CN(c2ccc(-n3cnc(CO)c3)c(F)c2)C(=O)O1, O=C(O)c1ccco1. Reactants: ClC=1C=C2C(C(N(C2=CC1)S(=O)(=O)C1=C(C=C(C=C1)OC)OC(F)(F)F)=O)(C1=C(C=CC(=C1)CC=O)OC)N1[C@H](C(=O)N(C)C)C[C@H](C1)O ((4R)-1-(5-chloro-3-[2-methoxy-5-(2-oxo ethyl)phenyl]-1-{[4-methoxy-2-(trifluoromethoxy)phenyl]sulfonyl}-2-oxo-2,3-dihydro-1H-indol-3-yl)-4-hydroxy-N,N-dimethyl-L-prolinamide), CN1CCNCC1 (1-methylpiperazine). Product: ClC=1C=C2C(C(N(C2=CC1)S(=O)(=O)C1=C(C=C(C=C1)OC)OC(F)(F)F)=O)(C1=C(C=CC(=C1)CCN1CCN(CC1)C)OC)N1[C@H](C(=O)N(C)C)C[C@H](C1)O ((4R)-1-(5-chloro-3-{2-methoxy-5-[2-(4-methylpiperazin-1-yl)ethyl]phenyl}-1-{[4-methoxy-2-(trifluoromethoxy)phenyl]sulfonyl}-2-oxo-2,3-dihydro-1H-indol-3-yl)-4-hydroxy-N,N-dimethyl-L-prolinamide). RXN SMILES: [Cl:1][C:2]1[CH:3]=[C:4]2[C:8](=[CH:9][CH:10]=1)[N:7]([S:11]([C:14]1[CH:19]=[CH:18][C:17]([O:20][CH3:21])=[CH:16][C:15]=1[O:22][C:23]([F:26])([F:25])[F:24])(=[O:13])=[O:12])[C:6](=[O:27])[C:5]2([N:39]1[CH2:48][C@H:47]([OH:49])[CH2:46][C@H:40]1[C:41]([N:43]([CH3:45])[CH3:44])=[O:42])[C:28]1[CH:33]=[C:32]([CH2:34][CH:35]=O)[CH:31]=[CH:30][C:29]=1[O:37][CH3:38].[CH3:50][N:51]1[CH2:56][CH2:55][NH:54][CH2:53][CH2:52]1>>[Cl:1][C:2]1[CH:3]=[C:4]2[C:8](=[CH:9][CH:10]=1)[N:7]([S:11]([C:14]1[CH:19]=[CH:18][C:17]([O:20][CH3:21])=[CH:16][C:15]=1[O:22][C:23]([F:25])([F:26])[F:24])(=[O:12])=[O:13])[C:6](=[O:27])[C:5]2([N:39]1[CH2:48][C@H:47]([OH:49])[CH2:46][C@H:40]1[C:41]([N:43]([CH3:45])[CH3:44])=[O:42])[C:28]1[CH:33]=[C:32]([CH2:34][CH2:35][N:54]2[CH2:55][CH2:56][N:51]([CH3:50])[CH2:52][CH2:53]2)[CH:31]=[CH:30][C:29]=1[O:37][CH3:38]. Procedure details: With 500 mg of the compound obtained in Example 219 and 1-methylpiperazine (0.17 ml) as starting material, 287 mg of the title compound (light yellow amorphous) was obtained by a similar method to Example 220. Starting materials: [Br-].C(C)(C)(C)OC(=O)C[N+]12C[C@@H](C(CC1)CC2)OC(C(C2=CC=CC=C2)(C2=CC=CC=C2)O)=O ((R)-1-tert-Butoxycarbonylmethyl-3-(2-hydroxy-2,2-diphenyl-acetoxy)-1-azonia-bicyclo[2.2.2]-octane bromide), FC(C(=O)O)(F)F (trifluoroacetic acid). Solvent: C(Cl)(Cl)Cl (chloroform). Reaction conditions: time 8 hour. Product: FC(C(=O)[O-])(F)F.C(=O)(O)C[N+]12C[C@@H](C(CC1)CC2)OC(C(C2=CC=CC=C2)(C2=CC=CC=C2)O)=O ((R)-1-Carboxymethyl-3-(2-hydroxy-2,2-diphenyl-acetoxy)-1-azonia-bicyclo[2.2.2]-octane trifluoroacetate). RXN SMILES: [Br-].C([O:6][C:7]([CH2:9][N+:10]12[CH2:17][CH2:16][CH:13]([CH2:14][CH2:15]1)[C@@H:12]([O:18][C:19](=[O:34])[C:20]([OH:33])([C:27]1[CH:32]=[CH:31][CH:30]=[CH:29][CH:28]=1)[C:21]1[CH:26]=[CH:25][CH:24]=[CH:23][CH:22]=1)[CH2:11]2)=[O:8])(C)(C)C.[F:35][C:36]([F:41])([F:40])[C:37]([OH:39])=[O:38]>C(Cl)(Cl)Cl>[F:35][C:36]([F:41])([F:40])[C:37]([O-:39])=[O:38].[C:7]([CH2:9][N+:10]12[CH2:17][CH2:16][CH:13]([CH2:14][CH2:15]1)[C@@H:12]([O:18][C:19](=[O:34])[C:20]([OH:33])([C:21]1[CH:22]=[CH:23][CH:24]=[CH:25][CH:26]=1)[C:27]1[CH:28]=[CH:29][CH:30]=[CH:31][CH:32]=1)[CH2:11]2)([OH:8])=[O:6] |f:0.1,4.5|. Procedure: To a stirred solution of (R)-1-tert-Butoxycarbonylmethyl-3-(2-hydroxy-2,2-diphenyl-acetoxy)-1-azonia-bicyclo[2.2.2]octane bromide (Example 60) (0.14 g, 0.264 mmol) in chloroform (5 ml) is added trifluoroacetic acid (1 ml). The reaction mixture is left to stir at room temperature overnight. The solvent is removed in vacuo and purification of the residue by chromatography on C18 silica, eluting with water:acetonitrile affords the titled compound as a white solid.